From a dataset of the Open Reaction Database (ORD), a public repository of structured organic reaction records. describe an organic reaction: reactants, conditions, products, and yield Reactants: N1C(=NC2=C1C=CC=C2)C(=O)C2=CC=C(OC=1C(=NC=CN1)C1CN(C1)C(=O)OC(C)(C)C)C=C2 (tert-butyl 3-(3-(4-(1H-benzo[d]imidazole-2-carbonyl)phenoxy)pyrazin-2-yl)azetidine-1-carboxylate), FC(C(=O)O)(F)F (2,2,2-trifluoroacetic acid). Solvent: C(Cl)Cl (CH2Cl2). Reaction conditions: time 1 hour. The product is N1CC(C1)C=1C(=NC=CN1)OC1=CC=C(C=C1)C(=O)C1=NC2=C(N1)C=CC=C2 ((4-(3-(AZETIDIN-3-YL)PYRAZIN-2-YLOXY)PHENYL)(1H-BENZO[D]IMIDAZOL-2-YL)METHANONE). As a reaction SMILES: [NH:1]1[C:5]2[CH:6]=[CH:7][CH:8]=[CH:9][C:4]=2[N:3]=[C:2]1[C:10]([C:12]1[CH:35]=[CH:34][C:15]([O:16][C:17]2[C:18]([CH:23]3[CH2:26][N:25](C(OC(C)(C)C)=O)[CH2:24]3)=[N:19][CH:20]=[CH:21][N:22]=2)=[CH:14][CH:13]=1)=[O:11].FC(F)(F)C(O)=O>C(Cl)Cl>[NH:25]1[CH2:26][CH:23]([C:18]2[C:17]([O:16][C:15]3[CH:34]=[CH:35][C:12]([C:10]([C:2]4[NH:1][C:5]5[CH:6]=[CH:7][CH:8]=[CH:9][C:4]=5[N:3]=4)=[O:11])=[CH:13][CH:14]=3)=[N:22][CH:21]=[CH:20][N:19]=2)[CH2:24]1. Reported procedure: To a solution of tert-butyl 3-(3-(4-(1H-benzo[d]imidazole-2-carbonyl)phenoxy)pyrazin-2-yl)azetidine-1-carboxylate (175 mg, 0.371 mmol) in CH2Cl2 (1 mL) is added 2,2,2-trifluoroacetic acid (1.0 mL). The reaction was stirred at rt 1 h. The solution was concentrated and CH2Cl2 (5 mL) and saturated NaHCO3 (0.5 mL) was added. MgSO4 was added to remove water and the solution filtered and concentrated to give the crude amine as a dark green oil which was carried on to the next step without purification... The reactants are c1ccc(C2CO2)cc1, CC#N, NCCCc1ccc(S(N)(=O)=O)cc1. The product is NS(=O)(=O)c1ccc(CCCNCC(O)c2ccccc2)cc1. Reaction SMILES: [CH2:15]1[O:16][CH:17]1[c:18]1[cH:19][cH:20][cH:21][cH:22][cH:23]1.[CH3:24][C:25]#[N:26].[NH2:1][S:2](=[O:3])(=[O:4])[c:5]1[cH:6][cH:7][c:8]([CH2:11][CH2:12][CH2:13][NH2:14])[cH:9][cH:10]1>>[NH2:1][S:2](=[O:3])(=[O:4])[c:5]1[cH:6][cH:7][c:8]([CH2:11][CH2:12][CH2:13][NH:14][CH2:15][CH:17]([OH:16])[c:18]2[cH:19][cH:20][cH:21][cH:22][cH:23]2)[cH:9][cH:10]1.